describe an organic reaction: reactants, conditions, products, and yield From a dataset of the Open Reaction Database (ORD), a public repository of structured organic reaction records. Reactants: [N+](=O)([O-])C1=C(C=O)C=CC=C1 (2-nitrobenzaldehyde), N\C(=C/C(=O)OC)\C (methyl 3-aminocrotonate), C(CC(=O)C)(=O)OCC(CN(C)CC1=CC=CC=C1)(C)C (3-(N-benzyl-N-methylamino)-2,2-dimethylpropyl acetoacetate). Solvent: CC(C)O (2-propanol). Product: CC=1NC(=C(C(C1C(=O)OCC(CN(C)CC1=CC=CC=C1)(C)C)C1=C(C=CC=C1)[N+](=O)[O-])C(=O)OC)C (3-(N-benzyl-N-methylamino)-2,2-dimethylpropyl methyl 2,6-dimethyl-4-(2-nitrophenyl)-1,4-dihydropyridine-3,5-dicarboxylate). Isolated yield 37.3%. As a reaction SMILES: [N+:1]([C:4]1[CH:11]=[CH:10][CH:9]=[CH:8][C:5]=1[CH:6]=O)([O-:3])=[O:2].[NH2:12]/[C:13](/[CH3:19])=[CH:14]\[C:15]([O:17][CH3:18])=[O:16].[C:20]([O:26][CH2:27][C:28]([CH3:40])([CH3:39])[CH2:29][N:30]([CH2:32][C:33]1[CH:38]=[CH:37][CH:36]=[CH:35][CH:34]=1)[CH3:31])(=[O:25])[CH2:21][C:22]([CH3:24])=O>CC(O)C>[CH3:24][C:22]1[NH:12][C:13]([CH3:19])=[C:14]([C:15]([O:17][CH3:18])=[O:16])[CH:6]([C:5]2[CH:8]=[CH:9][CH:10]=[CH:11][C:4]=2[N+:1]([O-:3])=[O:2])[C:21]=1[C:20]([O:26][CH2:27][C:28]([CH3:40])([CH3:39])[CH2:29][N:30]([CH2:32][C:33]1[CH:38]=[CH:37][CH:36]=[CH:35][CH:34]=1)[CH3:31])=[O:25]. Reported procedure: A mixture of 152 mg of 2-nitrobenzaldehyde, 118 mg of methyl 3-aminocrotonate and 292 mg of 3-(N-benzyl-N-methylamino)-2,2-dimethylpropyl acetoacetate in 1 ml of 2-propanol was reacted and then purified in the same way as in Example 9 to yield 195 mg of the desired compound (300). The reactants are O (water), C(C)I (ethyl iodide), C([O-])([O-])=O.[K+].[K+] (potassium carbonate), ClC1=CC=C(S1)C(=O)O (5-Chloro-2-thiophenecarboxylic acid). The solvent is CN(C=O)C (N,N-dimethylformamide). Reaction conditions: time 15 hour. Product: C(C)OC(=O)C=1SC(=CC1)Cl (5-chloro-2-thiophenecarboxylic acid ethyl ester). Reaction SMILES: [Cl:1][C:2]1[S:6][C:5]([C:7]([OH:9])=[O:8])=[CH:4][CH:3]=1.[CH2:10](I)[CH3:11].C(=O)([O-])[O-].[K+].[K+].O>CN(C)C=O>[CH2:10]([O:8][C:7]([C:5]1[S:6][C:2]([Cl:1])=[CH:3][CH:4]=1)=[O:9])[CH3:11] |f:2.3.4|. Procedure details: 5-Chloro-2-thiophenecarboxylic acid (6.50 g) was dissolved in N,N-dimethylformamide (30 ml), and ethyl iodide (3.2 ml) and potassium carbonate (5.52 g) were added. The mixture was stirred at room temperature for 15 hours, poured into water and extracted with diethyl ether. The extract was washed with 5% aqueous potassium hydrogen sulfate, dried over anhydrous magnesium sulfate and concentrated under reduced pressure to give 5-chloro-2-thiophenecarboxylic acid ethyl ester (5.27 g). 5-Chloro-2-thi... The reactants are C(CCC)N(C(=O)NC1CCCCC1)C=1N(N=C2C=CC=CC12)C1=CC=C(C=C1)Cl (1-Butyl-1-[2-(4-chloro-phenyl)-2H-indazol-3-yl]-3-cyclohexyl-urea), ClC=1C=C(C=CC1)N (3-chloro-phenylamine). The solvent is CN1C(CCC1)=O (N-methyl 2-pyrrolidone). The product is ClC=1C=C(C=CC1)NC=1N(N=C2C=CC=CC12)C1=CC=C(C=C1)Cl ((3-Chloro-phenyl)-[2-(4-chloro-phenyl)-2H-indazol-3-yl]-amine). RXN SMILES: C(N([C:15]1[N:16]([C:24]2[CH:29]=[CH:28][C:27]([Cl:30])=[CH:26][CH:25]=2)[N:17]=[C:18]2[C:23]=1[CH:22]=[CH:21][CH:20]=[CH:19]2)C(NC1CCCCC1)=O)CCC.[Cl:31][C:32]1[CH:33]=[C:34]([NH2:38])[CH:35]=[CH:36][CH:37]=1>CN1CCCC1=O>[Cl:31][C:32]1[CH:33]=[C:34]([NH:38][C:15]2[N:16]([C:24]3[CH:29]=[CH:28][C:27]([Cl:30])=[CH:26][CH:25]=3)[N:17]=[C:18]3[C:23]=2[CH:22]=[CH:21][CH:20]=[CH:19]3)[CH:35]=[CH:36][CH:37]=1. Procedure details: In analogy to the procedure described in example 4.1, 3-chloro-2-(4-chloro-phenyl)-2H-indazole (Ardakani, Manouchehr; Smalley, Robert K.; Smith, Richard H., Synthesis (1979), (4), 308-9) was reacted with 3-chloro-phenylamine ([108-42-9]) in N-methyl 2-pyrrolidone for 48 h at 175° C. in a sealed tube to give the title compound as off-white crystals. MS: m/e=354.2 [M+H+]. Run in O (water). Isolated yield 167.0%. Run at time 9 hour. The product is CN1C(=NC(=C1)C=1C=NC=CC1)CCNC(OC(C)(C)C)=O (tert-Butyl 2-(1-methyl-4-(pyridin-3-yl)-1H-imidazol-2-yl)ethylcarbamate). Reaction SMILES: [I-].[C:2]([O:6][C:7]([NH:9][CH2:10][CH2:11][C:12]1[N:13]([CH3:24])[CH:14]=[C:15]([C:17]2[CH:18]=[N+:19](C)[CH:20]=[CH:21][CH:22]=2)[N:16]=1)=[O:8])([CH3:5])([CH3:4])[CH3:3].CN1C=CN=C1>O>[CH3:24][N:13]1[CH:14]=[C:15]([C:17]2[CH:18]=[N:19][CH:20]=[CH:21][CH:22]=2)[N:16]=[C:12]1[CH2:11][CH2:10][NH:9][C:7](=[O:8])[O:6][C:2]([CH3:4])([CH3:3])[CH3:5] |f:0.1|. Procedure details: A solution of 3-(2-(2-(tert-butoxycarbonylamino)ethyl)-1-methyl-1H-imidazol-4-yl)-1-methylpyridinium iodide (655 mg, 2.06 mmol) in 1-methylimidazole (2 mL, 25.1 mmol) was heated to 160° C. and stirred for 9 h. The reaction mixture was poured into water (5 mL) and extracted with dichloromethane (2×5 mL). The organic layers were combined, dried over MgSO4 and concentrated in vacuo. The crude material was purified by flash chromatography (using silica gel amine phase and an ethyl acetate/heptane gr... The reactants are [I-].C(C)(C)(C)OC(=O)NCCC=1N(C=C(N1)C=1C=[N+](C=CC1)C)C (3-(2-(2-(tert-butoxycarbonylamino)ethyl)-1-methyl-1H-imidazol-4-yl)-1-methylpyridinium iodide), CN1C=NC=C1 (1-methylimidazole). Starting materials: [Mg] (magnesium), C(C)(C)(C)C1=CC=C(CBr)C=C1 (4-tert.-butylbenzyl bromide), CN(C)C(C1C(CCCC1)=O)C=1SC=CC1 (2-(dimethylaminothiophen-2-ylmethyl)cyclohexanone), [Cl-].[NH4+] (ammonium chloride). Run in CCOCC (ether), CCOCC (ether), CCOCC (ether). The product is crude base, Cl.C(C)(C)(C)C1=CC=C(CC2(C(CCCC2)C(C=2SC=CC2)N(C)C)O)C=C1 (1-(4-tert.-butylbenzyl)-2-[dimethylaminothiophen-2-ylmethyl]cyclo-hexanol, hydrochloride). Yield: 26.2%. Reaction SMILES: [Mg].[C:2]([C:6]1[CH:13]=[CH:12][C:9]([CH2:10]Br)=[CH:8][CH:7]=1)([CH3:5])([CH3:4])[CH3:3].[CH3:14][N:15]([CH:17]([C:25]1[S:26][CH:27]=[CH:28][CH:29]=1)[CH:18]1[CH2:23][CH2:22][CH2:21][CH2:20][C:19]1=[O:24])[CH3:16].[Cl-:30].[NH4+]>CCOCC>[ClH:30].[C:2]([C:6]1[CH:13]=[CH:12][C:9]([CH2:10][C:19]2([OH:24])[CH2:20][CH2:21][CH2:22][CH2:23][CH:18]2[CH:17]([N:15]([CH3:14])[CH3:16])[C:25]2[S:26][CH:27]=[CH:28][CH:29]=2)=[CH:8][CH:7]=1)([CH3:5])([CH3:4])[CH3:3] |f:3.4,6.7|. Procedure details: 0.31 g (12.6 mmole) of magnesium turnings was stirred in 10 ml of ether of analysis purity. 2.30 g (12.6 mmole) of 4-tert.-butylbenzyl bromide dissolved in 10 ml of ether were added dropwise so that the reaction mixture boiled gently. After completion of the addition the reaction mixture was stirred for a further hour at RT. 2.50 g (10.5 mmole) of the 2-(dimethylaminothiophen-2-ylmethyl)cyclohexanone prepared according to Example 70 were dissolved in 10 ml of ether, added dropwise to the Grigiar... The reactants are BrC1=CC2=C(CCO2)C=C1O (2,3-dihydro-6-bromo-5-benzofuranol), [H-].[Na+] (sodium hydride), ClCOC (chloromethyl methylether), [H][H] (hydrogen). The solvent is CN(C=O)C (dimethylformamide), CN(C=O)C (dimethylformamide). Conditions: time 2 hour. Yields the product COCOC=1C(=CC2=C(CCO2)C1)Br (2,3-dihydro-6-bromo-5-benzofuranol methoxymethyl ether). RXN SMILES: [H-].[Na+].[Br:3][C:4]1[C:12]([OH:13])=[CH:11][C:7]2[CH2:8][CH2:9][O:10][C:6]=2[CH:5]=1.[H][H].Cl[CH2:17][O:18][CH3:19]>CN(C)C=O>[CH3:17][O:18][CH2:19][O:13][C:12]1[C:4]([Br:3])=[CH:5][C:6]2[O:10][CH2:9][CH2:8][C:7]=2[CH:11]=1 |f:0.1|. Procedure details: A flame-dried 1000 mL 3-neck flask fitted with an internal thermometer, magnetic stirring, and a 250 mL dropping funnel was charged with sodium hydride (60% dispersion in mineral oil, 11.17 g, 279 mmol) and dimethylformamide (dried over molecular sieves, 200 mL). A solution of 16 (50.00 g, 233 mmol) in dimethylformamide (100 mL) was added dropwise such that the reaction temperature did not exceed 40° C (addition time was approximately 30 minutes). When hydrogen evolution had ceased, an ice bath ...